describe an organic reaction: reactants, conditions, products, and yield From a dataset of the Open Reaction Database (ORD), a public repository of structured organic reaction records. Reactants: O=C([O-])[O-], CN(C)C=O, ClCCN1CCOCC1, [K+], [K+], O=Cc1ccc(O)cc1. The product is O=Cc1ccc(OCCN2CCOCC2)cc1. Reaction SMILES: [C:19](=[O:20])([O-:21])[O-:22].[CH3:25][N:26]([CH3:27])[CH:28]=[O:29].[Cl:10][CH2:11][CH2:12][N:13]1[CH2:14][CH2:15][O:16][CH2:17][CH2:18]1.[K+:23].[K+:24].[OH:1][c:2]1[cH:3][cH:4][c:5]([CH:6]=[O:7])[cH:8][cH:9]1>>[O:1]([c:2]1[cH:3][cH:4][c:5]([CH:6]=[O:7])[cH:8][cH:9]1)[CH2:11][CH2:12][N:13]1[CH2:14][CH2:15][O:16][CH2:17][CH2:18]1. Reactants: Cc1ccccc1, C=C[Sn](CCCC)(CCCC)CCCC, Cc1nn(C)c2nc(Cl)c(C#N)cc12, [F-], [K+], c1ccc(P(c2ccccc2)c2ccccc2)cc1, c1ccc(P(c2ccccc2)(c2ccccc2)[Pd](P(c2ccccc2)(c2ccccc2)c2ccccc2)(P(c2ccccc2)(c2ccccc2)c2ccccc2)P(c2ccccc2)(c2ccccc2)c2ccccc2)cc1. Product: C=Cc1nc2c(cc1C#N)c(C)nn2C. As a reaction SMILES: [CH3:51][c:52]1[cH:53][cH:54][cH:55][cH:56][cH:57]1.[CH:15](=[CH2:16])[Sn:17]([CH2:18][CH2:19][CH2:20][CH3:21])([CH2:22][CH2:23][CH2:24][CH3:25])[CH2:26][CH2:27][CH2:28][CH3:29].[Cl:1][c:2]1[c:3]([C:13]#[N:14])[cH:4][c:5]2[c:6]([n:7]1)[n:8]([CH3:12])[n:9][c:10]2[CH3:11].[F-:49].[K+:50].[c:30]1([P:31]([c:32]2[cH:33][cH:34][cH:35][cH:36][cH:37]2)[c:38]2[cH:39][cH:40][cH:41][cH:42][cH:43]2)[cH:44][cH:45][cH:46][cH:47][cH:48]1.[cH:58]1[cH:59][cH:60][c:61]([P:62]([Pd:63]([P:64]([c:65]2[cH:66][cH:67][cH:68][cH:69][cH:70]2)([c:71]2[cH:72][cH:73][cH:74][cH:75][cH:76]2)[c:77]2[cH:78][cH:79][cH:80][cH:81][cH:82]2)([P:83]([c:84]2[cH:85][cH:86][cH:87][cH:88][cH:89]2)([c:90]2[cH:91][cH:92][cH:93][cH:94][cH:95]2)[c:96]2[cH:97][cH:98][cH:99][cH:100][cH:101]2)[P:102]([c:103]2[cH:104][cH:105][cH:106][cH:107][cH:108]2)([c:109]2[cH:110][cH:111][cH:112][cH:113][cH:114]2)[c:115]2[cH:116][cH:117][cH:118][cH:119][cH:120]2)([c:121]2[cH:122][cH:123][cH:124][cH:125][cH:126]2)[c:127]2[cH:128][cH:129][cH:130][cH:131][cH:132]2)[cH:133][cH:134]1>>[c:2]1([CH:15]=[CH2:16])[c:3]([C:13]#[N:14])[cH:4][c:5]2[c:6]([n:7]1)[n:8]([CH3:12])[n:9][c:10]2[CH3:11].